This data is from the Open Reaction Database (ORD), a public repository of structured organic reaction records. The task is: describe an organic reaction: reactants, conditions, products, and yield Reaction SMILES: [ClH:15].[I-:21].[K+:20].[N:16]([O-:17])=[O:18].[NH2:1][c:2]1[cH:3][c:4]([C:5](=[O:6])[OH:7])[cH:8][c:9]([C:11](=[O:12])[O:13][CH3:14])[cH:10]1.[Na+:19].[OH2:22]>>[c:2]1([I:21])[cH:3][c:4]([C:5](=[O:6])[OH:7])[cH:8][c:9]([C:11](=[O:12])[O:13][CH3:14])[cH:10]1. The product is COC(=O)c1cc(I)cc(C(=O)O)c1. The reactants are Cl, [I-], [K+], O=N[O-], COC(=O)c1cc(N)cc(C(=O)O)c1, [Na+], O. Starting materials: C1(=CC=CC=C1O)C (o-cresol), C([O-])([O-])=O.[K+].[K+] (potassium carbonate), CN(C)C=O (DMF), IC (iodomethane). The solvent is O (water). Run at time 8 hour. Yields the product COC1=C(C=CC=C1)C (1-methoxy-2-methylbenzene). Yield: 87.7%. As a reaction SMILES: [C:1]1([CH3:8])[C:6]([OH:7])=[CH:5][CH:4]=[CH:3][CH:2]=1.[C:9](=O)([O-])[O-].[K+].[K+].CN(C=O)C.IC>O>[CH3:9][O:7][C:6]1[CH:5]=[CH:4][CH:3]=[CH:2][C:1]=1[CH3:8] |f:1.2.3|. Procedure details: o-cresol (3.0 g, 0.028 mol) and anhydrous potassium carbonate (7.7 g, 0.056 mol) were dissolved into 50 ml of DMF and then iodomethane (3.9 g, 0.028 mmol) was dropped under an ice bath. The system was stirred overnight at room temperature. At the end of reaction, the reaction system was added with water and then extracted with ethyl acetate, and the organic phase was washed with saturated brine, then dried and evaporated in vacuum to obtain 3 g of the product (89%) by column chromatography. Starting materials: [OH-].[K+] (potassium hydroxide), IC=1C(=C(C(=O)OCC)C=CC1S(=O)(=O)C)C (ethyl 3-iodo-2-methyl-4-methylsulfonylbenzoate). Run in O (water), C(C)O (ethanol), O (water). Reaction conditions: time 1 hour. Product: IC=1C(=C(C(=O)O)C=CC1S(=O)(=O)C)C (3-Iodo-2-methyl-4-methylsulfonylbenzoic Acid). RXN SMILES: [OH-].[K+].[I:3][C:4]1[C:5]([CH3:19])=[C:6]([CH:12]=[CH:13][C:14]=1[S:15]([CH3:18])(=[O:17])=[O:16])[C:7]([O:9]CC)=[O:8]>O.C(O)C>[I:3][C:4]1[C:5]([CH3:19])=[C:6]([CH:12]=[CH:13][C:14]=1[S:15]([CH3:18])(=[O:17])=[O:16])[C:7]([OH:9])=[O:8] |f:0.1|. Procedure details: A solution of 18.2 g (276 mmol) of 85 percent potassium hydroxide in 100 mL of water was added to a mixture of 67.8 g (184 mmol) of ethyl 3-iodo-2-methyl-4-methylsulfonylbenzoate in 300 mL of ethanol with stirring. After about 1 hour, all of the solids had dissolved and after 2 hours the mixture was concentrated by evaporation under reduced pressure. The residue obtained was diluted with water and the solution obtained was extracted with ether and then diluted with ethyl acetate. Aqueous hydroch...